This data is from the Open Reaction Database (ORD), a public repository of structured organic reaction records. The task is: describe an organic reaction: reactants, conditions, products, and yield The reactants are [Li]C(C)(C)C (t-BuLi), ClC1=CC(=C(NC(C(C)(C)C)=O)C=C1)F (4'-chloro-2'-fluoro-2,2-dimethylpropionanilide), FC(C(=O)OCC)(F)F (ethyl trifluoroacetate). Solvent: CCCCC (pentane), C1CCOC1 (THF). Reaction conditions: time 5 minute. Product: CC(C(=O)NC1=C(C=C(C=C1F)Cl)C(C(F)(F)F)=O)(C)C (2'-(trimethylacetamido)-5'-chloro-3'-fluoro-2,2,2-trifluoroacetophenone). Yield: 43.8%. As a reaction SMILES: [Cl:1][C:2]1[CH:14]=[CH:13][C:5]([NH:6][C:7](=[O:12])[C:8]([CH3:11])([CH3:10])[CH3:9])=[C:4]([F:15])[CH:3]=1.[Li]C(C)(C)C.[F:21][C:22]([F:29])([F:28])[C:23](OCC)=[O:24]>C1COCC1.CCCCC>[CH3:9][C:8]([CH3:11])([CH3:10])[C:7]([NH:6][C:5]1[C:4]([F:15])=[CH:3][C:2]([Cl:1])=[CH:14][C:13]=1[C:23](=[O:24])[C:22]([F:29])([F:28])[F:21])=[O:12]. Procedure details: To a stirred, cooled (-50° C.) solution of 0.92 g (4.0 mmol) of 4'-chloro-2'-fluoro-2,2-dimethylpropionanilide in 10 mL of THF was added 2.5 mL (4.2 mmol) of 1.7M t-BuLi in pentane over 5 min. The solution was stirred for 5 min. and treated with 1.0 mL (8.4 mmol) of ethyl trifluoroacetate over 2 min. The reaction was warmed to ambient temperature, stirred 15 min., and quenched with 1N aqueous citric acid. The mixture was extracted with ether, and the organic extract was washed sequentially with ...